From a dataset of the Open Reaction Database (ORD), a public repository of structured organic reaction records. describe an organic reaction: reactants, conditions, products, and yield The reactants are Cl (HCl), O1CCOCC1 (dioxane), C(C)(C)(C)OC(=O)N1C[C@@H](CC1)C1=NSC(N1)=O ((R)-3-(5-Oxo-4,5-dihydro-[1,2,4]thiadiazol-3-yl)-pyrrolidine-1-carboxylic acid tert-butyl ester). The solvent is CO (methanol). Reaction conditions: time 8 hour. Yields the product N1C[C@@H](CC1)C1=NSC(N1)=O ((R)-3-pyrrolidin-3-yl-4H-[1,2,4]thiadiazol-5-one). Isolated yield 82.6%. RXN SMILES: C(OC([N:8]1[CH2:12][CH2:11][C@@H:10]([C:13]2[NH:17][C:16](=[O:18])[S:15][N:14]=2)[CH2:9]1)=O)(C)(C)C.Cl.O1CCOCC1>CO>[NH:8]1[CH2:12][CH2:11][C@@H:10]([C:13]2[NH:17][C:16](=[O:18])[S:15][N:14]=2)[CH2:9]1. Procedure details: (R)-3-(5-Oxo-4,5-dihydro-[1,2,4]thiadiazol-3-yl)-pyrrolidine-1-carboxylic acid tert-butyl ester (420 mg, 1.55 mmol) was dissolved in methanol (15 mL). 4M HCl in dioxane (0.70 mL, 2.80 mmol) was then added. The solution was stirred overnight. The reaction was concentrated in vacuo. The residue was purified by reverse phase HPLC to afford (R)-3-pyrrolidin-3-yl-4H-[1,2,4]thiadiazol-5-one (220 mg, 1.28 mmol, 83%) as a white solid.